The task is: describe an organic reaction: reactants, conditions, products, and yield. This data is from the Open Reaction Database (ORD), a public repository of structured organic reaction records. Reactants: [Si](C)(C)(C(C)(C)C)O[C@H](C(C)=O)CCO[Si](C)(C)C(C)(C)C ((S)-3,5-Di-(tert-Butyldimethylsilyloxy)-pentan-2-one), C(CCC)[Li] (n-Butyl lithium), solution, C(C)C(P([O-])(=O)[O-])(C=1N=C(SC1)C)CC (diethyl-(2-methylthiazol-4-yl)-methanephosphonate). Run in C1CCOC1 (THF), hexanes, C1CCOC1 (THF). Reaction conditions: temperature -78 celsius, time 1 hour. Product: [Si](C)(C)(C(C)(C)C)OCC[C@@H](\C(=C\C=1N=C(SC1)C)\C)O[Si](C)(C)C(C)(C)C ((S,4E)-1,3-Di-(tert-butyldimethylsilyloxy)-4-methyl-5-(2-methylthiazol-4-yl)-pent-4-ene). Yield: 78.9%. Reaction SMILES: C([Li])CCC.C([C:8]([CH2:19][CH3:20])([C:13]1[N:14]=[C:15]([CH3:18])[S:16][CH:17]=1)P([O-])(=O)[O-])C.[Si:21]([O:28][C@@H:29]([CH2:33][CH2:34][O:35][Si:36]([C:39]([CH3:42])([CH3:41])[CH3:40])([CH3:38])[CH3:37])C(=O)C)([C:24]([CH3:27])([CH3:26])[CH3:25])([CH3:23])[CH3:22]>C1COCC1>[Si:21]([O:28][CH2:29][CH2:33][C@H:34]([O:35][Si:36]([C:39]([CH3:42])([CH3:41])[CH3:40])([CH3:37])[CH3:38])/[C:19](/[CH3:20])=[CH:8]/[C:13]1[N:14]=[C:15]([CH3:18])[S:16][CH:17]=1)([C:24]([CH3:27])([CH3:26])[CH3:25])([CH3:23])[CH3:22]. Reported procedure: (see D. Schinzer et al., Chem. Eur. J. 2, 1477-1482 (1996)) n-Butyl lithium (23,5 ml [58.7 mmol, 1.2 equiv] of a 2.5 M solution in hexanes) is added dropwise to a stirred solution of diethyl-(2-methylthiazol-4-yl)-methanephosphonate 10 (14,64 g, 58.7 mmol, 1.2 equiv) in THF (150 ml) cooled to −78° C. After stirring at −78° C. for 1 h, a solution of (S)-3,5-di-(tertbutyidimethylsilyloxy)-pentan-2-one 14 (16.96 g, 48,9 mmol, 1.0 equiv) in 100 ml of THF is added dropwise at −78° C. The mixture is w...